The task is: describe an organic reaction: reactants, conditions, products, and yield. This data is from the Open Reaction Database (ORD), a public repository of structured organic reaction records. Reactants: O=Cc1ccc(Br)o1, C1CCOC1, OB(O)c1cc(C(F)(F)F)cc(C(F)(F)F)c1, [Na+], [Na+], O=C([O-])[O-], c1ccc(P(c2ccccc2)(c2ccccc2)[Pd](P(c2ccccc2)(c2ccccc2)c2ccccc2)(P(c2ccccc2)(c2ccccc2)c2ccccc2)P(c2ccccc2)(c2ccccc2)c2ccccc2)cc1. The product is O=Cc1ccc(-c2cc(C(F)(F)F)cc(C(F)(F)F)c2)o1. Reaction SMILES: [Br:1][c:2]1[cH:3][cH:4][c:5]([CH:7]=[O:8])[o:6]1.[CH2:32]1[O:33][CH2:34][CH2:35][CH2:36]1.[F:9][C:10]([c:11]1[cH:12][c:13]([B:21]([OH:22])[OH:23])[cH:14][c:15]([C:17]([F:18])([F:19])[F:20])[cH:16]1)([F:24])[F:25].[Na+:26].[Na+:27].[O-:28][C:29](=[O:30])[O-:31].[cH:37]1[cH:38][cH:39][c:40]([P:41]([Pd:42]([P:43]([c:44]2[cH:45][cH:46][cH:47][cH:48][cH:49]2)([c:50]2[cH:51][cH:52][cH:53][cH:54][cH:55]2)[c:56]2[cH:57][cH:58][cH:59][cH:60][cH:61]2)([P:62]([c:63]2[cH:64][cH:65][cH:66][cH:67][cH:68]2)([c:69]2[cH:70][cH:71][cH:72][cH:73][cH:74]2)[c:75]2[cH:76][cH:77][cH:78][cH:79][cH:80]2)[P:81]([c:82]2[cH:83][cH:84][cH:85][cH:86][cH:87]2)([c:88]2[cH:89][cH:90][cH:91][cH:92][cH:93]2)[c:94]2[cH:95][cH:96][cH:97][cH:98][cH:99]2)([c:100]2[cH:101][cH:102][cH:103][cH:104][cH:105]2)[c:106]2[cH:107][cH:108][cH:109][cH:110][cH:111]2)[cH:112][cH:113]1>>[c:2]1(-[c:13]2[cH:12][c:11]([C:10]([F:9])([F:24])[F:25])[cH:16][c:15]([C:17]([F:18])([F:19])[F:20])[cH:14]2)[cH:3][cH:4][c:5]([CH:7]=[O:8])[o:6]1. Starting materials: CN(C=O)C (N,N-dimethylformamide), BrC=1C=CC2=C(C(=C(O2)C(=O)OC)C)C1 (methyl 5-bromo-3-methyl-1-benzofuran-2-carboxylate). The reagents and catalysts are [C-]#N.[Zn+2].[C-]#N (zinc cyanide), C=1C=CC(=CC1)[P](C=2C=CC=CC2)(C=3C=CC=CC3)[Pd]([P](C=4C=CC=CC4)(C=5C=CC=CC5)C=6C=CC=CC6)([P](C=7C=CC=CC7)(C=8C=CC=CC8)C=9C=CC=CC9)[P](C=1C=CC=CC1)(C=1C=CC=CC1)C=1C=CC=CC1 (tetrakis(triphenylphosphine)palladium). Run in O (Water). Reaction conditions: temperature 80 celsius, time 8 hour. Product: C(#N)C=1C=CC2=C(C(=C(O2)C(=O)OC)C)C1 (methyl 5-cyano-3-methyl-1-benzofuran-2-carboxylate). Yield: 87.0%. As a reaction SMILES: Br[C:2]1[CH:3]=[CH:4][C:5]2[O:9][C:8]([C:10]([O:12][CH3:13])=[O:11])=[C:7]([CH3:14])[C:6]=2[CH:15]=1.[CH3:16][N:17](C)C=O>[C-]#N.[Zn+2].[C-]#N.C1C=CC([P]([Pd]([P](C2C=CC=CC=2)(C2C=CC=CC=2)C2C=CC=CC=2)([P](C2C=CC=CC=2)(C2C=CC=CC=2)C2C=CC=CC=2)[P](C2C=CC=CC=2)(C2C=CC=CC=2)C2C=CC=CC=2)(C2C=CC=CC=2)C2C=CC=CC=2)=CC=1.O>[C:16]([C:2]1[CH:3]=[CH:4][C:5]2[O:9][C:8]([C:10]([O:12][CH3:13])=[O:11])=[C:7]([CH3:14])[C:6]=2[CH:15]=1)#[N:17] |f:2.3.4,^1:29,31,50,69|. Reported procedure: To a mixture of methyl 5-bromo-3-methyl-1-benzofuran-2-carboxylate (6.06 g) synthesized above, zinc cyanide (2.64 g) and N,N-dimethylformamide (60 mL) was added tetrakis(triphenylphosphine)palladium (0) (1.31 g), and the mixture was deaerated and stirred under argon atmosphere at 80° C. overnight. Water was added to quench the reaction, and the mixture was extracted with ethyl acetate. The extract was washed with saturated brine, dried over magnesium sulfate, and concentrated under reduced press... The reactants are C1CCC2CCCCC2C1, CSc1ccc(SC)c(C(=O)O)n1. The product is CSc1ccc(SC)nc1. As a reaction SMILES: [CH2:1]1[CH2:2][CH:3]2[CH:4]([CH2:5][CH2:6][CH2:7][CH2:8]2)[CH2:9][CH2:10]1.[CH3:11][S:12][c:13]1[c:14]([C:21]([OH:22])=[O:23])[n:15][c:16]([S:19][CH3:20])[cH:17][cH:18]1>>[CH3:11][S:12][c:13]1[cH:14][n:15][c:16]([S:19][CH3:20])[cH:17][cH:18]1. Reactants: C(C1=CC=CC=C1)(=O)Cl (Benzoyl chloride), CC(C)(C)[Si](OC[C@H]([C@H]1CC[C@H]2[C@@H]3CC=C4C([C@H](CC[C@]4(C)[C@H]3CC[C@]12C)O)(C)C)C)(C)C ((3β,20S)-21-[[(1,1-dimethylethyl)dimethylsilyl]oxy]-4,4,20-trimethylpregn-5-en-3-ol), ice water. Solvent: N1=CC=CC=C1 (pyridine). Run at temperature 0 celsius, time 1 hour. Product: C(C1=CC=CC=C1)(=O)O[C@@H]1C(C2=CC[C@H]3[C@@H]4CC[C@H]([C@@H](CO[Si](C)(C)C(C)(C)C)C)[C@]4(CC[C@@H]3[C@]2(CC1)C)C)(C)C ((3β,20S)-21-[[(1,1-dimethylethyl)dimethylsilyl]oxy]-4,4,20-trimethylpregn-5-en-3-ol benzoate). RXN SMILES: [CH3:1][C:2]([Si:5]([CH3:33])([CH3:32])[O:6][CH2:7][C@@H:8]([CH3:31])[C@@H:9]1[C@:26]2([CH3:27])[C@H:12]([C@H:13]3[C@H:23]([CH2:24][CH2:25]2)[C@:21]2([CH3:22])[C:16]([C:17]([CH3:30])([CH3:29])[C@@H:18]([OH:28])[CH2:19][CH2:20]2)=[CH:15][CH2:14]3)[CH2:11][CH2:10]1)([CH3:4])[CH3:3].[C:34](Cl)(=[O:41])[C:35]1[CH:40]=[CH:39][CH:38]=[CH:37][CH:36]=1>N1C=CC=CC=1>[C:34]([O:28][C@H:18]1[CH2:19][CH2:20][C@@:21]2([CH3:22])[C:16](=[CH:15][CH2:14][C@@H:13]3[C@@H:23]2[CH2:24][CH2:25][C@@:26]2([CH3:27])[C@H:12]3[CH2:11][CH2:10][C@@H:9]2[C@H:8]([CH3:31])[CH2:7][O:6][Si:5]([C:2]([CH3:3])([CH3:1])[CH3:4])([CH3:32])[CH3:33])[C:17]1([CH3:30])[CH3:29])(=[O:41])[C:35]1[CH:40]=[CH:39][CH:38]=[CH:37][CH:36]=1. Procedure details: v)—A solution of the alcohol 6 (132.5 g) obtained in the previous step in dry pyridine (1310 ml) was cooled to 0° C. Benzoyl chloride (65.7 ml) was added in 5 min. and the reaction mixture was stirred for 1 h at room temperature. Then it was poured into ice-water (6650 ml) and the resulting suspension was stirred over-night. The precipitate was collected by filtration and washed with water (40-50° C.). The residue was dried and purified by crystallization from acetone to give (3β,20S)-21-[[(1,1-... Starting materials: N#Cc1ccc(Br)cc1Cl, CCC1NC(=O)CC1O[Si](C)(C)C(C)(C)C, O=C([O-])[O-], [Cs+], [Cs+], O=C(C=Cc1ccccc1)C=Cc1ccccc1, O=C(C=Cc1ccccc1)C=Cc1ccccc1, O=C(C=Cc1ccccc1)C=Cc1ccccc1, [Pd], [Pd], CC1(C)c2cccc(P(c3ccccc3)c3ccccc3)c2Oc2c(P(c3ccccc3)c3ccccc3)cccc21. The product is CCC1C(O[Si](C)(C)C(C)(C)C)CC(=O)N1c1ccc(C#N)c(Cl)c1. RXN SMILES: [Br:17][c:18]1[cH:19][c:20]([Cl:26])[c:21]([C:22]#[N:23])[cH:24][cH:25]1.[C:1]([CH3:2])([CH3:3])([CH3:4])[Si:5]([O:6][CH:7]1[CH2:8][C:9](=[O:14])[NH:10][CH:11]1[CH2:12][CH3:13])([CH3:15])[CH3:16].[C:27](=[O:28])([O-:29])[O-:30].[Cs+:31].[Cs+:32].[O:113]=[C:114]([CH:115]=[CH:116][c:117]1[cH:118][cH:119][cH:120][cH:121][cH:122]1)[CH:123]=[CH:124][c:125]1[cH:126][cH:127][cH:128][cH:129][cH:130]1.[O:77]=[C:78]([CH:79]=[CH:80][c:81]1[cH:82][cH:83][cH:84][cH:85][cH:86]1)[CH:87]=[CH:88][c:89]1[cH:90][cH:91][cH:92][cH:93][cH:94]1.[O:95]=[C:96]([CH:97]=[CH:98][c:99]1[cH:100][cH:101][cH:102][cH:103][cH:104]1)[CH:105]=[CH:106][c:107]1[cH:108][cH:109][cH:110][cH:111][cH:112]1.[Pd:75].[Pd:76].[c:33]1([P:34]([c:35]2[cH:36][cH:37][cH:38][cH:39][cH:40]2)[c:41]2[c:42]3[c:66]([cH:67][cH:68][cH:69]2)[C:63]([CH3:64])([CH3:65])[c:45]2[c:44]([c:49]([P:50]([c:51]4[cH:52][cH:53][cH:54][cH:55][cH:56]4)[c:57]4[cH:58][cH:59][cH:60][cH:61][cH:62]4)[cH:48][cH:47][cH:46]2)[O:43]3)[cH:70][cH:71][cH:72][cH:73][cH:74]1>>[C:1]([CH3:2])([CH3:3])([CH3:4])[Si:5]([O:6][CH:7]1[CH2:8][C:9](=[O:14])[N:10]([c:18]2[cH:19][c:20]([Cl:26])[c:21]([C:22]#[N:23])[cH:24][cH:25]2)[CH:11]1[CH2:12][CH3:13])([CH3:15])[CH3:16]. The reactants are BrC(C)C (2-bromopropane), [H-].[Na+] (sodium hydride), suspension, BrC=1N=CNC1 (4-bromo-1H-imidazole). The solvent is CN(C=O)C (dimethylformamide). Run at temperature 0 celsius. The product is BrC=1N=CN(C1)C(C)C (4-Bromo-1-isopropyl-1H-imidazole). Yield: 29.6%. RXN SMILES: [Br:1][C:2]1[N:3]=[CH:4][NH:5][CH:6]=1.[H-].[Na+].Br[CH:10]([CH3:12])[CH3:11]>CN(C)C=O>[Br:1][C:2]1[N:3]=[CH:4][N:5]([CH:10]([CH3:12])[CH3:11])[CH:6]=1 |f:1.2|. Procedure: A mixture of 4-bromo-1H-imidazole (1.0 g, 6.80 mmol) in dimethylformamide (5 mL) was stirred at 0° C., to which was added sodium hydride, 60% suspension in oil, (326 mg, 8.20 mmol). The reaction mixture was warmed to room temperature and stirred for 30 minutes, followed by dropwise addition of 2-bromopropane (0.70 mL, 7.48 mmol). The reaction mixture was stirred at room temperature for 15 hours under nitrogen, then quenched with water (10 mL) and extracted with ethyl acetate (3×15 mL). The combi... The reactants are OC(C[C@@]1(CCN(C(O1)=O)[C@@H](C)C1=CC=C(C=C1)B1OC(C(O1)(C)C)(C)C)C1=CC=CC=C1)(C)C ((S)-6-(2-hydroxy-2-methylpropyl)-6-phenyl-3-((S)-1-(4-(4,4,5,5-tetramethyl-1,3,2-dioxaborolan-2-yl)phenyl)-ethyl)-1,3-oxazinan-2-one), ClC1=CC=C(N=N1)C(=O)OC (methyl 6-chloropyridazine-3-carboxylate), C1(CC1)N (cyclopropylamine). Yields the product C1(CC1)NC(=O)C=1N=NC(=CC1)C1=CC=C(C=C1)[C@H](C)N1C(O[C@](CC1)(C1=CC=CC=C1)CC(C)(C)O)=O (N-cyclopropyl-6-(4-((S)-1-((S)-6-(2-hydroxy-2-methylpropyl)-2-oxo-6-phenyl-1,3-oxazinan-3-yl)ethyl)phenyl)pyridazine-3-carboxamide). As a reaction SMILES: [OH:1][C:2]([CH3:35])([CH3:34])[CH2:3][C@@:4]1([C:28]2[CH:33]=[CH:32][CH:31]=[CH:30][CH:29]=2)[O:9][C:8](=[O:10])[N:7]([C@H:11]([C:13]2[CH:18]=[CH:17][C:16](B3OC(C)(C)C(C)(C)O3)=[CH:15][CH:14]=2)[CH3:12])[CH2:6][CH2:5]1.Cl[C:37]1[N:42]=[N:41][C:40]([C:43]([O:45]C)=O)=[CH:39][CH:38]=1.[CH:47]1([NH2:50])[CH2:49][CH2:48]1>>[CH:47]1([NH:50][C:43]([C:40]2[N:41]=[N:42][C:37]([C:16]3[CH:15]=[CH:14][C:13]([C@@H:11]([N:7]4[CH2:6][CH2:5][C@:4]([CH2:3][C:2]([OH:1])([CH3:35])[CH3:34])([C:28]5[CH:33]=[CH:32][CH:31]=[CH:30][CH:29]=5)[O:9][C:8]4=[O:10])[CH3:12])=[CH:18][CH:17]=3)=[CH:38][CH:39]=2)=[O:45])[CH2:49][CH2:48]1. Reported procedure: The title compound was prepared from (S)-6-(2-hydroxy-2-methylpropyl)-6-phenyl-3-((S)-1-(4-(4,4,5,5-tetramethyl-1,3,2-dioxaborolan-2-yl)phenyl)-ethyl)-1,3-oxazinan-2-one and methyl 6-chloropyridazine-3-carboxylate following procedures analogous to those described in Example 8 using cyclopropylamine in Step 2. LC-MS Method 2 tR=1.221 min, m/z=457.1; 1H NMR (CDCl3) 0.67 (m, 2H), 0.88 (m, 2H), 1.20 (s, 3H), 1.23 (s, 3H), 1.54 (d, 3H), 2.20 (m, 4H), 2.3 (s, 1H), 2.9 (m, 1H), 3.0 (m, 2H), 5.7 (m, 1H)...